This data is from the Open Reaction Database (ORD), a public repository of structured organic reaction records. The task is: describe an organic reaction: reactants, conditions, products, and yield Reactants: SC1=NC=CC=C1C(C1=CC=CS1)=O (2-mercapto-3-(2-thenoyl)pyridine), [O-]CC.[Na+] (sodium ethoxide), ice water, CN(CCCCCCCl)C (6-dimethylaminohexyl chloride). The solvent is CN(C=O)C (dimethylformamide). Conditions: time 30 minute. Product: CN(CCCCCCSC1=NC=CC=C1C(C1=CC=CS1)=O)C (2-(6-dimethylaminohexylthio)-3-(2-thenoyl)pyridine). As a reaction SMILES: [SH:1][C:2]1[C:7]([C:8](=[O:14])[C:9]2[S:13][CH:12]=[CH:11][CH:10]=2)=[CH:6][CH:5]=[CH:4][N:3]=1.[O-]CC.[Na+].[CH3:19][N:20]([CH3:28])[CH2:21][CH2:22][CH2:23][CH2:24][CH2:25][CH2:26]Cl>CN(C)C=O>[CH3:19][N:20]([CH3:28])[CH2:21][CH2:22][CH2:23][CH2:24][CH2:25][CH2:26][S:1][C:2]1[C:7]([C:8](=[O:14])[C:9]2[S:13][CH:12]=[CH:11][CH:10]=2)=[CH:6][CH:5]=[CH:4][N:3]=1 |f:1.2|. Reported procedure: To 50 ml of dimethylformamide are added 4.4 g of 2-mercapto-3-(2-thenoyl)pyridine and 1.5 g of sodium ethoxide The mixture is stirred at room temperature for 30 minutes. Thereto, 4.0 g of 6-dimethylaminohexyl chloride is added, and the mixture is stirred at room temperature for 24 hours. The mixture is poured into ice-water, followed by extraction with toluene. The extract is washed with water, and the solvent is distilled. The residue is subjected to silica gel column chromatography with chloro... Reported procedure: Ethyl-4-phenoxy-3-n-propylamino-5-sulphamyl-benzoate (1 g) was dissolved in 1N sodium hydroxide (15 ml), and heated on a steam bath for 1 hour. After cooling, the 4-phenoxy-3-n-propylamino-5-sulphamyl-benzoic acid was precipitated by addition of 4N hydrochloric acid until the pH was 2.5; the melting point was 223°-224°C. RXN SMILES: C([O:3][C:4](=[O:26])[C:5]1[CH:10]=[C:9]([S:11](=[O:14])(=[O:13])[NH2:12])[C:8]([O:15][C:16]2[CH:21]=[CH:20][CH:19]=[CH:18][CH:17]=2)=[C:7]([NH:22][CH2:23][CH2:24][CH3:25])[CH:6]=1)C>[OH-].[Na+]>[O:15]([C:8]1[C:9]([S:11](=[O:14])(=[O:13])[NH2:12])=[CH:10][C:5]([C:4]([OH:26])=[O:3])=[CH:6][C:7]=1[NH:22][CH2:23][CH2:24][CH3:25])[C:16]1[CH:17]=[CH:18][CH:19]=[CH:20][CH:21]=1 |f:1.2|. Solvent: [OH-].[Na+] (sodium hydroxide). Starting materials: C(C)OC(C1=CC(=C(C(=C1)S(N)(=O)=O)OC1=CC=CC=C1)NCCC)=O (Ethyl-4-phenoxy-3-n-propylamino-5-sulphamyl-benzoate). Product: O(C1=CC=CC=C1)C1=C(C=C(C(=O)O)C=C1S(N)(=O)=O)NCCC (4-phenoxy-3-n-propylamino-5-sulphamyl-benzoic acid).